Dataset: the Open Reaction Database (ORD), a public repository of structured organic reaction records. Task: describe an organic reaction: reactants, conditions, products, and yield The yield is 85.0%. Procedure details: 4-Bromo-1-methylthio-2-trifluoromethoxybenzene was prepared from 4-bromo-2-trifluoromethoxybenzenethiol and methyl iodide by following Method C. The reaction was conducted at room temperature overnight. The crude residue was chromatographed in 20% EtOAc/Hexanes to afford 4-bromo-1-methylthio-2-trifluoromethoxybenzene (85% yield). The reactants are BrC1=CC(=C(C=C1)S)OC(F)(F)F (4-bromo-2-trifluoromethoxybenzenethiol), CI (methyl iodide). Run at time 8 hour. The product is BrC1=CC(=C(C=C1)SC)OC(F)(F)F (4-bromo-1-methylthio-2-trifluoromethoxybenzene). RXN SMILES: [Br:1][C:2]1[CH:7]=[CH:6][C:5]([SH:8])=[C:4]([O:9][C:10]([F:13])([F:12])[F:11])[CH:3]=1.[CH3:14]I>>[Br:1][C:2]1[CH:7]=[CH:6][C:5]([S:8][CH3:14])=[C:4]([O:9][C:10]([F:11])([F:13])[F:12])[CH:3]=1. The reactants are CO, COC(=O)C1(C(=O)OC)CC1, [Na+], [OH-]. The product is COC(=O)C1(C(=O)O)CC1. Reaction SMILES: [CH3:14][OH:15].[CH3:1][O:2][C:3](=[O:4])[C:5]1([C:8](=[O:9])[O:10][CH3:11])[CH2:6][CH2:7]1.[Na+:13].[OH-:12]>>[CH3:1][O:2][C:3](=[O:4])[C:5]1([C:8](=[O:9])[OH:10])[CH2:6][CH2:7]1. The reactants are OCc1[nH]ccc1Cc1ccccc1, CN(C)c1ccncc1, CC(C)C1C(=O)OC(=O)N1c1ccc(Cl)cc1, C1CCOC1. The product is CC(C)C(Nc1ccc(Cl)cc1)C(=O)OCc1[nH]ccc1Cc1ccccc1. RXN SMILES: [CH2:18]([c:19]1[cH:20][cH:21][cH:22][cH:23][cH:24]1)[c:25]1[c:26]([CH2:30][OH:31])[nH:27][cH:28][cH:29]1.[CH3:32][N:33]([CH3:34])[c:35]1[cH:36][cH:37][n:38][cH:39][cH:40]1.[Cl:1][c:2]1[cH:3][cH:4][c:5]([N:8]2[C:9](=[O:17])[O:10][C:11](=[O:16])[CH:12]2[CH:13]([CH3:14])[CH3:15])[cH:6][cH:7]1.[O:41]1[CH2:42][CH2:43][CH2:44][CH2:45]1>>[Cl:1][c:2]1[cH:3][cH:4][c:5]([NH:8][CH:12]([C:11]([O:10][CH2:9][c:26]2[c:25]([CH2:18][c:19]3[cH:20][cH:21][cH:22][cH:23][cH:24]3)[cH:29][cH:28][nH:27]2)=[O:16])[CH:13]([CH3:14])[CH3:15])[cH:6][cH:7]1. Reactants: CN(CCCN=C=O)C (3-dimethylaminopropyl isocyanate), C(C1=CC=CC=C1)C1=NC=2N(C(N(C(C2N1)=O)CCCN(C)C)=O)CCC1=CC=C(C=C1)[N+](=O)[O-] (8-benzyl-3-[2-(4-nitrophenyl)ethyl]-1-(3-dimethylaminopropyl)xanthine), C([O-])([O-])=O.[Na+].[Na+] (sodium carbonate), C(C)N (ethylamine). Reaction SMILES: C[N:2]([CH3:9])[CH2:3][CH2:4]CN=C=O.[CH2:10]([C:17]1[NH:25][C:24]2[C:23](=[O:26])[N:22]([CH2:27][CH2:28][CH2:29][N:30]([CH3:32])[CH3:31])[C:21](=[O:33])[N:20]([CH2:34][CH2:35][C:36]3[CH:41]=[CH:40][C:39]([N+:42]([O-:44])=[O:43])=[CH:38][CH:37]=3)[C:19]=2[N:18]=1)[C:11]1[CH:16]=[CH:15][CH:14]=[CH:13][CH:12]=1.[C:45](=O)([O-])[O-].[Na+].[Na+].C(N)C>ClCCCl>[CH2:10]([C:17]1[N:25]([CH2:45][CH2:9][NH:2][CH2:3][CH3:4])[C:24]2[C:23](=[O:26])[N:22]([CH2:27][CH2:28][CH2:29][N:30]([CH3:32])[CH3:31])[C:21](=[O:33])[N:20]([CH2:34][CH2:35][C:36]3[CH:37]=[CH:38][C:39]([N+:42]([O-:44])=[O:43])=[CH:40][CH:41]=3)[C:19]=2[N:18]=1)[C:11]1[CH:16]=[CH:15][CH:14]=[CH:13][CH:12]=1 |f:2.3.4|. Procedure details: By methods well known in the art 3-dimethylaminopropyl isocyanate is converted into 8-benzyl-3-[2-(4-nitrophenyl)ethyl]-1-(3-dimethylaminopropyl)xanthine. By the method of Example 3, this substance is alkylated with a mixture of 1,2-dichloroethane, sodium carbonate and ethylamine to yield 8-benzyl-1-(3-dimethylaminopropyl)-7-(2-ethylamino)ethyl-3-[2-(4-nitrophenyl)ethyl]xanthine. By the method of Example 4 this substance is reduced with hydrazine hydrate or hydrogen gas in the presence of a pall... Yields the product C(C1=CC=CC=C1)C1=NC=2N(C(N(C(C2N1CCNCC)=O)CCCN(C)C)=O)CCC1=CC=C(C=C1)[N+](=O)[O-] (8-benzyl-1-(3-dimethylaminopropyl)-7-(2-ethylamino)ethyl-3-[2-(4-nitrophenyl)ethyl]xanthine). The solvent is ClCCCl (1,2-dichloroethane). The reactants are Cl.NCC1=CC=C(C=C1)N1C(=NC=2C1=NC=CC2)C=2C(=NC=CC2)N (3-(3-(4-(aminomethyl)phenyl)-3H-imidazo[4,5-b]pyridin-2-yl)pyridin-2-amine HCl salt), O (water), C(C)(C)N(CC)C(C)C (Diisopropylethylamine), N(=C=O)C1=CC=C(C=C1)OC (1-isocyanato-4-methoxybenzene). Run in C(Cl)Cl (DCM), ClCCl (dichloromethane). Run at time 20 minute. The product is NC1=NC=CC=C1C1=NC=2C(=NC=CC2)N1C1=CC=C(CNC(=O)NC2=CC=C(C=C2)OC)C=C1 (1-(4-(2-(2-aminopyridin-3-yl)-3H-imidazo[4,5-b]pyridin-3-yl)benzyl)-3-(4-methoxyphenyl)urea). Yield: 15.0%. As a reaction SMILES: Cl.[NH2:2][CH2:3][C:4]1[CH:9]=[CH:8][C:7]([N:10]2[C:14]3=[N:15][CH:16]=[CH:17][CH:18]=[C:13]3[N:12]=[C:11]2[C:19]2[C:20]([NH2:25])=[N:21][CH:22]=[CH:23][CH:24]=2)=[CH:6][CH:5]=1.C(N(C(C)C)CC)(C)C.[N:35]([C:38]1[CH:43]=[CH:42][C:41]([O:44][CH3:45])=[CH:40][CH:39]=1)=[C:36]=[O:37].O>C(Cl)Cl>[NH2:25][C:20]1[C:19]([C:11]2[N:10]([C:7]3[CH:6]=[CH:5][C:4]([CH2:3][NH:2][C:36]([NH:35][C:38]4[CH:43]=[CH:42][C:41]([O:44][CH3:45])=[CH:40][CH:39]=4)=[O:37])=[CH:9][CH:8]=3)[C:14]3=[N:15][CH:16]=[CH:17][CH:18]=[C:13]3[N:12]=2)=[CH:24][CH:23]=[CH:22][N:21]=1 |f:0.1|. Procedure details: 3-(3-(4-(aminomethyl)phenyl)-3H-imidazo[4,5-b]pyridin-2-yl)pyridin-2-amine HCl salt (63 mg, 0.2 mmol) was suspended in DCM (2 mL). Diisopropylethylamine (0.07 mL, 0.4 mmol) was added. After everything went into solution 1-isocyanato-4-methoxybenzene (29 mg, 0.2 mmol) were added. After 20 minutes, water (5 mL) was added and diluted with dichloromethane. The organic phase was separated and dried over Na2SO4. After filtration the solvent was removed under reduced pressure and it was purified by sil... The reactants are CC1=CC=C(C=C1)S(=O)(=O)N(C)C1=NC=C(C=C1)C(C)=NOCCO (2-(1-{2-[N-(4-methylphenylsulfonyl)-N-methylamino]pyridin-5-yl}ethylideneaminooxy)ethanol), N(=NC(=O)OCC)C(=O)OCC (diethyl azodicarboxylate), OC1=CC=C(CC2C(N(C(S2)=O)C(C2=CC=CC=C2)(C2=CC=CC=C2)C2=CC=CC=C2)=O)C=C1 (5-(4-hydroxybenzyl)-3-tritylthiazolidine-2,4-dione), C1(=CC=CC=C1)P(C1=CC=CC=C1)C1=CC=CC=C1 (triphenylphosphine). Yields the product CC1=CC=C(C=C1)S(=O)(=O)N(C)C1=NC=C(C=C1)C(C)=NOCCOC1=CC=C(CC2C(N(C(S2)=O)C(C2=CC=CC=C2)(C2=CC=CC=C2)C2=CC=CC=C2)=O)C=C1 (5-{4-[2-(1-{2-[N-(4-Methylphenylsulfonyl)-N-methylamino]pyridin-5-yl}ethylideneaminooxy)ethoxy]-benzyl}-3-tritylthiazolidine-2,4-dione). The yield is 88.0%. Reaction SMILES: [CH3:1][C:2]1[CH:7]=[CH:6][C:5]([S:8]([N:11]([C:13]2[CH:18]=[CH:17][C:16]([C:19](=[N:21][O:22][CH2:23][CH2:24][OH:25])[CH3:20])=[CH:15][N:14]=2)[CH3:12])(=[O:10])=[O:9])=[CH:4][CH:3]=1.O[C:27]1[CH:59]=[CH:58][C:30]([CH2:31][CH:32]2[S:36][C:35](=[O:37])[N:34]([C:38]([C:51]3[CH:56]=[CH:55][CH:54]=[CH:53][CH:52]=3)([C:45]3[CH:50]=[CH:49][CH:48]=[CH:47][CH:46]=3)[C:39]3[CH:44]=[CH:43][CH:42]=[CH:41][CH:40]=3)[C:33]2=[O:57])=[CH:29][CH:28]=1.C1(P(C2C=CC=CC=2)C2C=CC=CC=2)C=CC=CC=1.N(C(OCC)=O)=NC(OCC)=O>>[CH3:1][C:2]1[CH:7]=[CH:6][C:5]([S:8]([N:11]([C:13]2[CH:18]=[CH:17][C:16]([C:19](=[N:21][O:22][CH2:23][CH2:24][O:25][C:27]3[CH:59]=[CH:58][C:30]([CH2:31][CH:32]4[S:36][C:35](=[O:37])[N:34]([C:38]([C:51]5[CH:56]=[CH:55][CH:54]=[CH:53][CH:52]=5)([C:45]5[CH:46]=[CH:47][CH:48]=[CH:49][CH:50]=5)[C:39]5[CH:44]=[CH:43][CH:42]=[CH:41][CH:40]=5)[C:33]4=[O:57])=[CH:29][CH:28]=3)[CH3:20])=[CH:15][N:14]=2)[CH3:12])(=[O:9])=[O:10])=[CH:4][CH:3]=1. Procedure details: Following a procedure similar to that described in Example 1(a), but using 1.22 g of 2-(1-{2-[N-(4-methylphenylsulfonyl)-N-methylamino]pyridin-5-yl}ethylideneaminooxy)ethanol (prepared as described in Preparation 34), 1.52 g of 5-(4-hydroxybenzyl)-3-tritylthiazolidine-2,4-dione, 0.97 g of triphenylphosphine and 0.63 g of diethyl azodicarboxylate, 2.33 g of the title compound were obtained as a foam-like solid.